This data is from the Open Reaction Database (ORD), a public repository of structured organic reaction records. The task is: describe an organic reaction: reactants, conditions, products, and yield The reactants are C(C(=O)[O-])(=O)[O-] (oxalate), C1(=CC=CC=C1)C(OCCC1CCNCC1)C1=CC=CC=C1 (4-[2-(diphenylmethoxy)ethyl]piperidine), IC1=CC=C(CBr)C=C1 (4-iodo benzyl bromide), C(=O)([O-])[O-].[K+].[K+] (K2CO3), (COOH)2. Run in CCO (EtOH). Product: C1(=CC=CC=C1)C(OCCC1CCN(CC1)CC1=CC=C(C=C1)I)C1=CC=CC=C1 (4-[2-(diphenylmethoxy)ethyl]-1-[(4-iodophenyl)methyl]piperidine). Reaction SMILES: [C:1]1([CH:7]([C:17]2[CH:22]=[CH:21][CH:20]=[CH:19][CH:18]=2)[O:8][CH2:9][CH2:10][CH:11]2[CH2:16][CH2:15][NH:14][CH2:13][CH2:12]2)[CH:6]=[CH:5][CH:4]=[CH:3][CH:2]=1.[I:23][C:24]1[CH:31]=[CH:30][C:27]([CH2:28]Br)=[CH:26][CH:25]=1.C([O-])([O-])=O.[K+].[K+].C([O-])(=O)C([O-])=O>CCO>[C:1]1([CH:7]([C:17]2[CH:22]=[CH:21][CH:20]=[CH:19][CH:18]=2)[O:8][CH2:9][CH2:10][CH:11]2[CH2:16][CH2:15][N:14]([CH2:28][C:27]3[CH:30]=[CH:31][C:24]([I:23])=[CH:25][CH:26]=3)[CH2:13][CH2:12]2)[CH:2]=[CH:3][CH:4]=[CH:5][CH:6]=1 |f:2.3.4|. Reported procedure: 4-[2-(diphenylmethoxy)ethyl]piperidine (0.23 g, 0.77 mmol) was reacted with 4-iodo benzyl bromide (0.76 g, 2.5 mmol) and K2CO3 (1.00 g, 7 mmol) in EtOH (10 mL) to give a thick oil, 0.17 g (%). 1H NMR (300 MHz, CDCl3): 1.21-1.63 (7H, m), 1.87-1.93 (t, J=11 Hz, 2H, N(CH2)-), 2.79-2.83 (bd, J=12 Hz, 2H, N(CH2)-), 3.41-3.49 (4H, m), 5.31 (s, 1H, Ph2CHO-), 7.05-7.63 (14H, m, ArH). Free base was converted into its oxalate sale, m.p.=160-161° C. Anal. C27H30INO. (COOH)2. Starting materials: Cl.C(C)N=C=NCCCN(C)C (N1-((ethylimino)methylene)-N3,N3-dimethylpropane-1,3-diamine hydrochloride), O=C1N(CCCC1(C1=CC=CC=C1)C1=CC=CC=C1)CC(=O)O (2-(2-oxo-3,3-diphenylpiperidin-1-yl)acetic acid), FC1=CC=C(C=C1)C1NCCC1 (2-(4-fluorophenyl)pyrrolidine). Solvent: ClCCl (dichloromethane). Run at time 8 hour. Yields the product FC1=CC=C(C=C1)C1N(CCC1)C(CN1C(C(CCC1)(C1=CC=CC=C1)C1=CC=CC=C1)=O)=O (1-{2-[2-(4-fluorophenyl)pyrrolidin-1-yl]-2-oxoethyl}-3,3-diphenylpiperidin-2-one). As a reaction SMILES: Cl.C(N=C=NCCCN(C)C)C.[O:13]=[C:14]1[C:19]([C:26]2[CH:31]=[CH:30][CH:29]=[CH:28][CH:27]=2)([C:20]2[CH:25]=[CH:24][CH:23]=[CH:22][CH:21]=2)[CH2:18][CH2:17][CH2:16][N:15]1[CH2:32][C:33]([OH:35])=O.[F:36][C:37]1[CH:42]=[CH:41][C:40]([CH:43]2[CH2:47][CH2:46][CH2:45][NH:44]2)=[CH:39][CH:38]=1>ClCCl>[F:36][C:37]1[CH:38]=[CH:39][C:40]([CH:43]2[CH2:47][CH2:46][CH2:45][N:44]2[C:33](=[O:35])[CH2:32][N:15]2[CH2:16][CH2:17][CH2:18][C:19]([C:20]3[CH:25]=[CH:24][CH:23]=[CH:22][CH:21]=3)([C:26]3[CH:31]=[CH:30][CH:29]=[CH:28][CH:27]=3)[C:14]2=[O:13])=[CH:41][CH:42]=1 |f:0.1|. Procedure: A solution of N1-((ethylimino)methylene)-N3,N3-dimethylpropane-1,3-diamine hydrochloride (0.049 g, 0.254 mmol), 2-(2-oxo-3,3-diphenylpyrrolidin-1-yl)acetic acid (Example 68E, 0.050 g, 0.169 mmol) and 2-(4-fluorophenyl)pyrrolidine (0.028 g, 0.169 mmol) in dichloromethane (0.5 mL) was stirred at room temperature. After stirring overnight, the reaction was loaded directly onto a SF10-4 silica gel column (Analogix®, Burlington, Wis.), and the title compound was eluted using a gradient of 5% to 100% ...